From a dataset of the Open Reaction Database (ORD), a public repository of structured organic reaction records. describe an organic reaction: reactants, conditions, products, and yield Starting materials: CN(C)C1CCCCC1C(=O)c1ccc(-n2ccnc2)cc1, [K+], NN, [OH-], OCCOCCO. Product: CN(C)C1CCCCC1Cc1ccc(-n2ccnc2)cc1. RXN SMILES: [CH3:1][N:2]([CH:3]1[CH:4]([C:9](=[O:10])[c:11]2[cH:12][cH:13][c:14](-[n:17]3[cH:18][n:19][cH:20][cH:21]3)[cH:15][cH:16]2)[CH2:5][CH2:6][CH2:7][CH2:8]1)[CH3:22].[K+:24].[NH2:25][NH2:26].[OH-:23].[OH:27][CH2:28][CH2:29][O:30][CH2:31][CH2:32][OH:33]>>[CH3:1][N:2]([CH:3]1[CH:4]([CH2:9][c:11]2[cH:12][cH:13][c:14](-[n:17]3[cH:18][n:19][cH:20][cH:21]3)[cH:15][cH:16]2)[CH2:5][CH2:6][CH2:7][CH2:8]1)[CH3:22]. Starting materials: [BH4-], [Na+], CC12CCC3C(CCC4CC5OC5CC43C)C1CC(N1CCC3(CC1)OCCO3)C2=O. Yields the product CC12CC3OC3CC1CCC1C2CCC2(C)C(O)C(N3CCC4(CC3)OCCO4)CC12. Reaction SMILES: [BH4-:32].[Na+:33].[O:1]1[CH2:2][CH2:3][O:4][C:5]12[CH2:6][CH2:7][N:8]([CH:11]1[C:12](=[O:31])[C:13]3([CH3:14])[CH:15]([CH2:16]1)[CH:17]1[CH2:18][CH2:19][CH:20]4[CH2:21][CH:22]5[CH:23]([CH2:24][C:25]4([CH3:26])[CH:27]1[CH2:28][CH2:29]3)[O:30]5)[CH2:9][CH2:10]2>>[O:1]1[CH2:2][CH2:3][O:4][C:5]12[CH2:6][CH2:7][N:8]([CH:11]1[CH:12]([OH:31])[C:13]3([CH3:14])[CH:15]([CH2:16]1)[CH:17]1[CH2:18][CH2:19][CH:20]4[CH2:21][CH:22]5[CH:23]([CH2:24][C:25]4([CH3:26])[CH:27]1[CH2:28][CH2:29]3)[O:30]5)[CH2:9][CH2:10]2. The reactants are CC(C)=O, CCOC(=O)NN=C(C)C(=NOC)C(=O)NC1C(=O)N2C1SCC(O)C2C(=O)O, [O-][Cl+3]([O-])([O-])O. Product: CON=C(C(C)=O)C(=O)NC1C(=O)N2C1SCC(O)C2C(=O)O. As a reaction SMILES: [CH3:35][C:36](=[O:37])[CH3:38].[CH3:6][O:7][N:8]=[C:9]([C:10](=[O:11])[NH:12][CH:13]1[CH:14]2[N:15]([CH:16]([C:21](=[O:22])[OH:23])[CH:17]([OH:20])[CH2:18][S:19]2)[C:24]1=[O:25])[C:26]([CH3:27])=[N:28][NH:29][C:30]([O:31][CH2:32][CH3:33])=[O:34].[Cl+3:1]([O-:2])([OH:3])([O-:4])[O-:5]>>[O:2]=[C:26]([C:9](=[N:8][O:7][CH3:6])[C:10](=[O:11])[NH:12][CH:13]1[CH:14]2[N:15]([CH:16]([C:21](=[O:22])[OH:23])[CH:17]([OH:20])[CH2:18][S:19]2)[C:24]1=[O:25])[CH3:27].